This data is from the Open Reaction Database (ORD), a public repository of structured organic reaction records. The task is: describe an organic reaction: reactants, conditions, products, and yield Starting materials: NC1=CN=C2C(=NC(=NC2=N1)S(=O)(=O)CC1=C(C(=CC=C1)F)F)N[C@@H](CO)C ((2R)-2-[[7-amino-2-[[(2,3-difluorophenyl)methyl]sulphonyl]-4-pteridinyl]amino]-1-propanol), CC1=CC=C(O1)CS (5-methyl-2-furanmethanethiol), CC(C)([O-])C.[K+] (potassium t-butoxide). The solvent is CS(=O)C (DMSO), C1CCOC1 (THF). Reaction conditions: time 1 hour. Yields the product NC1=CN=C2C(=NC(=NC2=N1)SCC=1OC(=CC1)C)N[C@@H](CO)C ((2R)-2-[[7-amino-2-[[(5-methyl-2-furanyl)methyl]thio]-4-pteridinyl]amino]-1-propanol). Reaction SMILES: [NH2:1][C:2]1[N:11]=[C:10]2[C:5]([C:6]([NH:24][C@H:25]([CH3:28])[CH2:26][OH:27])=[N:7][C:8]([S:12]([CH2:15][C:16]3C=[CH:20][CH:19]=[C:18](F)[C:17]=3F)(=O)=O)=[N:9]2)=[N:4][CH:3]=1.CC1[O:34]C(CS)=CC=1.CC(C)([O-])C.[K+]>CS(C)=O.C1COCC1>[NH2:1][C:2]1[N:11]=[C:10]2[C:5]([C:6]([NH:24][C@H:25]([CH3:28])[CH2:26][OH:27])=[N:7][C:8]([S:12][CH2:15][C:16]3[O:34][C:19]([CH3:20])=[CH:18][CH:17]=3)=[N:9]2)=[N:4][CH:3]=1 |f:2.3|. Procedure: A solution of the product from example 10, step (a) (0.18 g) and 5-methyl-2-furanmethanethiol (75 mg) in anhydrous DMSO (3 ml) was treated with potassium t-butoxide solution in THF (1.0 M, 0.44 ml) and stirred at room temperature for 1 hour. The solution was purified directly by preparative reversed phase HPLC on a Waters 19×50 mm Symmetry C8 silica column eluted with 0.1% aqueous ammonium acetate:acetonitrile (70:30) to give an off-white solid that was dried under reduced pressure at 40° C. (8 ... Starting materials: ClC1=CC=C(C=C1)CN1C(=NC2=C1C(CCCC2)CC(=O)OCC)C(C)C (Ethyl [3-[(4-chlorophenyl)methyl]-2-(1-methylethyl)-3,4,5,6,7,8-hexahydrocyclohepta[d]imidazol-4-yl]acetate), [OH-].[Na+] (sodium hydroxide). Solvent: CO (methanol). Reaction conditions: time 1 hour. The product is ClC1=CC=C(C=C1)CN1C(=NC2=C1C(CCCC2)CC(=O)O)C(C)C ([3-[(4-chlorophenyl)methyl]-2-(1-methylethyl)-3,4,5,6,7,8-hexahydrocyclohepta[d]imidazol-4-yl]acetic acid). Isolated yield 60.8%. Reaction SMILES: [Cl:1][C:2]1[CH:7]=[CH:6][C:5]([CH2:8][N:9]2[C:13]3[CH:14]([CH2:19][C:20]([O:22]CC)=[O:21])[CH2:15][CH2:16][CH2:17][CH2:18][C:12]=3[N:11]=[C:10]2[CH:25]([CH3:27])[CH3:26])=[CH:4][CH:3]=1.[OH-].[Na+]>CO>[Cl:1][C:2]1[CH:3]=[CH:4][C:5]([CH2:8][N:9]2[C:13]3[CH:14]([CH2:19][C:20]([OH:22])=[O:21])[CH2:15][CH2:16][CH2:17][CH2:18][C:12]=3[N:11]=[C:10]2[CH:25]([CH3:27])[CH3:26])=[CH:6][CH:7]=1 |f:1.2|. Procedure: Intermediate 5 (94 mg) was dissolved in methanol (2 ml) and treated with sodium hydroxide, 2 M aq. (2 ml). The RM was left in solution for 1 hour. The RM was concentrated under vacuum. The residue was purified by MDAP (Method A). The desired fractions were combined and concentrated under nitrogen blowdown to give the title compound (53 mg). LC/MS MH+ 361, Rt 1.63 min (5 minute run). Reactants: NC1CCC(CC1)CNC=1SC2=C(N1)C1=C(OCC2)C=CC=C1 (N2-[(4-aminocyclohexyl)methyl]-4,5-dihydrobenzo[2,3]oxepino-[4,5-d][1,3]thiazol-2-amine), C(CC)(=O)Cl (propionyl chloride), O (water). Solvent: N1=CC=CC=C1 (pyridine), C(C)(C)N(CC)C(C)C (diisopropylethylamine). Conditions: time 1 hour. Yields the product N1=C(SC2=C1C1=C(OCC2)C=CC=C1)NCC1CCC(CC1)NC(CC)=O (N1-{4-[(4,5-Dihydrobenzo[2,3]oxepino[4,5-d][1,3]thiazol-2-ylamino)methyl]cyclohexyl}-propanamide). Isolated yield 74.0%. Reaction SMILES: [NH2:1][CH:2]1[CH2:7][CH2:6][CH:5]([CH2:8][NH:9][C:10]2[S:11][C:12]3[CH2:19][CH2:18][O:17][C:16]4[CH:20]=[CH:21][CH:22]=[CH:23][C:15]=4[C:13]=3[N:14]=2)[CH2:4][CH2:3]1.[C:24](Cl)(=[O:27])[CH2:25][CH3:26].O>N1C=CC=CC=1.C(N(C(C)C)CC)(C)C>[N:14]1[C:13]2[C:15]3[CH:23]=[CH:22][CH:21]=[CH:20][C:16]=3[O:17][CH2:18][CH2:19][C:12]=2[S:11][C:10]=1[NH:9][CH2:8][CH:5]1[CH2:6][CH2:7][CH:2]([NH:1][C:24](=[O:27])[CH2:25][CH3:26])[CH2:3][CH2:4]1. Reported procedure: To a stirred solution of N2-[(4-aminocyclohexyl)methyl]-4,5-dihydrobenzo[2,3]oxepino-[4,5-d][1,3]thiazol-2-amine (0.600 g, 1.49 mmol) in anhydrous pyridine (3 ml) and diisopropylethylamine (3 ml) was added propionyl chloride (0.155 ml, 1.78 mmol) dropwise. The solution was stirred for 1 hour at room temperature and poured into water (60 ml). The solution was extracted with EtOAc and the solvent removed in vacuo to yield a viscous golden oil. The oil was chromatographed on silica-gel eluting with... The reactants are N#N (N2), C1(=CC=CC=C1)CN1CC2=C(NC=3C=CC=CC23)CC1 (2,3,4,5-tetra-hydro-2-(phenylmethyl)-1H-pyrido[4,3-b]indole), Cl (HCl). The solvent is C1CCOC1 (THF). Reaction conditions: temperature 0 celsius, time 1 hour. The product is C1(=CC=CC=C1)CN1C[C@@H]2[C@H](NC=3C=CC=CC23)CC1 ((±)-trans-1,3,4,4a,5,9b-hexahydro-2-(phenylmethyl)-2H-pyrido[4,3-b]indole). The yield is 14.2%. RXN SMILES: N#N.[C:3]1([CH2:9][N:10]2[CH2:22][CH2:21][C:13]3[NH:14][C:15]4[CH:16]=[CH:17][CH:18]=[CH:19][C:20]=4[C:12]=3[CH2:11]2)[CH:8]=[CH:7][CH:6]=[CH:5][CH:4]=1.Cl>C1COCC1>[C:3]1([CH2:9][N:10]2[CH2:22][CH2:21][C@H:13]3[NH:14][C:15]4[CH:16]=[CH:17][CH:18]=[CH:19][C:20]=4[C@@H:12]3[CH2:11]2)[CH:4]=[CH:5][CH:6]=[CH:7][CH:8]=1. Reported procedure: Borane-THF complex (1:1) (400 ml) was transferred into a 4 necked flask with a syringe (under N2 flow). This solution was cooled to 0° C. A solution of 2,3,4,5-tetra-hydro-2-(phenylmethyl)-1H-pyrido[4,3-b]indole (52.5 g), prepared as described in J. Med. Chem. 9:436-438 (1966), in THF (400 ml) was added over a 1 hour period at 0-5° C. The reaction mixture was stirred for 1 hour at room temperature. The reaction mixture was stirred and refluxed for 4 hours, then cooled to room temperature. 6N HCl... Starting materials: CCOC(=O)CN(C)c1cccc(Cl)c1, C[Al](C)C, Cc1ccccc1, NCCN. Yields the product CN(CC1=NCCN1)c1cccc(Cl)c1. RXN SMILES: [CH2:9]([O:10][C:12](=[O:11])[CH2:13][N:14]([CH3:15])[c:16]1[cH:17][c:18]([Cl:22])[cH:19][cH:20][cH:21]1)[CH3:23].[CH3:1][Al:2]([CH3:3])[CH3:4].[CH3:24][c:25]1[cH:26][cH:27][cH:28][cH:29][cH:30]1.[NH2:5][CH2:6][CH2:7][NH2:8]>>[NH:5]1[CH2:6][CH2:7][N:8]=[C:12]1[CH2:13][N:14]([CH3:15])[c:16]1[cH:17][c:18]([Cl:22])[cH:19][cH:20][cH:21]1.